Dataset: the Open Reaction Database (ORD), a public repository of structured organic reaction records. Task: describe an organic reaction: reactants, conditions, products, and yield The reactants are CO, CCO, CC(C)(C)OC(=O)N1C2CCC1CN(c1ccc([N+](=O)[O-])nc1)C2. The product is CC(C)(C)OC(=O)N1C2CCC1CN(c1ccc(N)nc1)C2. Reaction SMILES: [CH3:25][OH:26].[CH3:27][CH2:28][OH:29].[N+:1]([O-:2])(=[O:3])[c:4]1[cH:5][cH:6][c:7]([N:10]2[CH2:11][CH:12]3[CH2:13][CH2:14][CH:15]([CH2:16]2)[N:17]3[C:18](=[O:19])[O:20][C:21]([CH3:22])([CH3:23])[CH3:24])[cH:8][n:9]1>>[NH2:1][c:4]1[cH:5][cH:6][c:7]([N:10]2[CH2:11][CH:12]3[CH2:13][CH2:14][CH:15]([CH2:16]2)[N:17]3[C:18](=[O:19])[O:20][C:21]([CH3:22])([CH3:23])[CH3:24])[cH:8][n:9]1. Reported procedure: The title compound was prepared according to the method described for Method Variation 1 using 3-cyano-4-fluoro-N-(5-fluoropyridin-2-yl)benzenesulfonamide (Preparation 2) and 3-chloro-2-fluoro-5-hydroxypyridine and then purified using silica gel column chromatography eluting with 30-35% EtOAc in heptanes. As a reaction SMILES: [C:1]([C:3]1[CH:4]=[C:5]([S:10]([NH:13][C:14]2[CH:19]=[CH:18][C:17]([F:20])=[CH:16][N:15]=2)(=[O:12])=[O:11])[CH:6]=[CH:7][C:8]=1F)#[N:2].[Cl:21][C:22]1[C:23]([F:29])=[N:24][CH:25]=[C:26]([OH:28])[CH:27]=1>>[Cl:21][C:22]1[CH:27]=[C:26]([O:28][C:8]2[CH:7]=[CH:6][C:5]([S:10]([NH:13][C:14]3[CH:19]=[CH:18][C:17]([F:20])=[CH:16][N:15]=3)(=[O:12])=[O:11])=[CH:4][C:3]=2[C:1]#[N:2])[CH:25]=[N:24][C:23]=1[F:29]. Reactants: C(#N)C=1C=C(C=CC1F)S(=O)(=O)NC1=NC=C(C=C1)F (3-cyano-4-fluoro-N-(5-fluoropyridin-2-yl)benzenesulfonamide), ClC=1C(=NC=C(C1)O)F (3-chloro-2-fluoro-5-hydroxypyridine). Product: ClC=1C=C(C=NC1F)OC1=C(C=C(C=C1)S(=O)(=O)NC1=NC=C(C=C1)F)C#N (4-[(5-chloro-6-fluoropyridin-3-yl)oxy]-3-cyano-N-(5-fluoropyridin-2-yl)benzenesulfonamide). The reactants are CC(=O)OC(C)=O, O, O=C(O)c1cc(Cl)ccc1O, O=S(=O)(O)O. The product is CC(=O)Oc1ccc(Cl)cc1C(=O)O. Reaction SMILES: [CH3:17][C:18](=[O:19])[O:20][C:21](=[O:22])[CH3:23].[OH2:24].[OH:6][C:7](=[O:8])[c:9]1[cH:10][c:11]([Cl:12])[cH:13][cH:14][c:15]1[OH:16].[S:1](=[O:2])(=[O:3])([OH:4])[OH:5]>>[OH:6][C:7](=[O:8])[c:9]1[cH:10][c:11]([Cl:12])[cH:13][cH:14][c:15]1[O:16][C:18]([CH3:17])=[O:19]. Starting materials: CCCc1nc(I)c[nH]1, [Na+], [Na+], O=C([O-])[O-], C1COCCO1, O, OB(O)c1ccncc1. The product is CCCc1nc(-c2ccncc2)c[nH]1. Reaction SMILES: [I:1][c:2]1[n:3][c:4]([CH2:7][CH2:8][CH3:9])[nH:5][cH:6]1.[Na+:19].[Na+:20].[O-:21][C:22](=[O:23])[O-:24].[O:26]1[CH2:27][CH2:28][O:29][CH2:30][CH2:31]1.[OH2:25].[n:10]1[cH:11][cH:12][c:13]([B:16]([OH:17])[OH:18])[cH:14][cH:15]1>>[c:2]1(-[c:13]2[cH:12][cH:11][n:10][cH:15][cH:14]2)[n:3][c:4]([CH2:7][CH2:8][CH3:9])[nH:5][cH:6]1.